describe an organic reaction: reactants, conditions, products, and yield From a dataset of the Open Reaction Database (ORD), a public repository of structured organic reaction records. Starting materials: COC(C1=CC=C(C=C1)CCl)=O (methyl-4-(chloromethyl)benzoate), [H-].[Na+] (Sodium hydride), ice, ClC1=CC=C(C=C1)N1N=C2C=CC=CC2=C1C(O)C1CCCCC1 ([2-(4-chloro-phenyl)-2H-indazol-3-yl]-cyclohexyl-methanol), CN(C)C=O (DMF), C1CCOC1.CS(=O)C (THF DMSO). Reaction conditions: time 5 hour. Product: COC(C1=CC=C(C=C1)C(OC)(C1CCCCC1)C=1N(N=C2C=CC=CC12)C1=CC=C(C=C1)Cl)=O ([rac]-4-{[2-(4-Chloro-phenyl)-2H-indazol-3-yl]-cyclohexyl-methoxymethyl}-benzoic acid methyl ester). Yield: 22.0%. Reaction SMILES: [H-].[Na+].[Cl:3][C:4]1[CH:9]=[CH:8][C:7]([N:10]2[C:18]([CH:19]([CH:21]3[CH2:26][CH2:25][CH2:24][CH2:23][CH2:22]3)[OH:20])=[C:17]3[C:12]([CH:13]=[CH:14][CH:15]=[CH:16]3)=[N:11]2)=[CH:6][CH:5]=1.COC(=O)[C:30]1[CH:35]=[CH:34][C:33](CCl)=[CH:32][CH:31]=1.C1C[O:42][CH2:41]C1.[CH3:44]S(C)=O.CN([CH:51]=[O:52])C>>[CH3:41][O:42][C:51](=[O:52])[C:24]1[CH:23]=[CH:22][C:21]([C:19]([C:18]2[N:10]([C:7]3[CH:8]=[CH:9][C:4]([Cl:3])=[CH:5][CH:6]=3)[N:11]=[C:12]3[C:17]=2[CH:16]=[CH:15][CH:14]=[CH:13]3)([CH:32]2[CH2:31][CH2:30][CH2:35][CH2:34][CH2:33]2)[O:20][CH3:44])=[CH:26][CH:25]=1 |f:0.1,4.5|. Procedure details: Sodium hydride (14 mg, 293 umol) was added to an ice cold solution of [2-(4-chloro-phenyl)-2H-indazol-3-yl]-cyclohexyl-methanol (50 mg, 147 umol; example 10.1) in DMF (4.5 ml) under an argon atmosphere. After 30 min. methyl-4-(chloromethyl)benzoate (41 mg, 220 umol; CAS Reg. No. 34040-64-7) was added. The mixture was stirred at ambient temperature for 5 h, poured onto ice water/brine 1/1 and extracted two times with iPrOAc. The combined extracts were washed with ice water/brine 1/1 and dried ove... Reactants: O (water), CC1N(CCC1)C1=CC=CC(=N1)NC=1C=2N(N=C(C1)C=1C=C(C=CC1)O)C=CN2 (3-(8-(6-(2-methylpyrrolidin-1-yl)pyridin-2-ylamino)imidazo[1,2-b]pyridazin-6-yl)phenol), C(=O)([O-])[O-].[K+].[K+] (K2CO3), CS(=O)(=O)OCCN1CCCCC1 (2-(piperidin-1-yl)ethyl methanesulfonate). The solvent is CN(C)C=O (DMF). Conditions: temperature 50 celsius. The product is CC1N(CCC1)C1=CC=CC(=N1)NC=1C=2N(N=C(C1)C1=CC(=CC=C1)OCCN1CCCCC1)C=CN2 (N-(6-(2-methylpyrrolidin-1-yl)pyridin-2-yl)-6-(3-(2-(piperidin-1-yl)ethoxy)phenyl)imidazo[1,2-b]pyridazin-8-amine). Isolated yield 40.2%. RXN SMILES: [CH3:1][CH:2]1[CH2:6][CH2:5][CH2:4][N:3]1[C:7]1[N:12]=[C:11]([NH:13][C:14]2[C:15]3[N:16]([CH:27]=[CH:28][N:29]=3)[N:17]=[C:18]([C:20]3[CH:21]=[C:22]([OH:26])[CH:23]=[CH:24][CH:25]=3)[CH:19]=2)[CH:10]=[CH:9][CH:8]=1.C([O-])([O-])=O.[K+].[K+].CS(O[CH2:41][CH2:42][N:43]1[CH2:48][CH2:47][CH2:46][CH2:45][CH2:44]1)(=O)=O.O>CN(C=O)C>[CH3:1][CH:2]1[CH2:6][CH2:5][CH2:4][N:3]1[C:7]1[N:12]=[C:11]([NH:13][C:14]2[C:15]3[N:16]([CH:27]=[CH:28][N:29]=3)[N:17]=[C:18]([C:20]3[CH:25]=[CH:24][CH:23]=[C:22]([O:26][CH2:41][CH2:42][N:43]4[CH2:48][CH2:47][CH2:46][CH2:45][CH2:44]4)[CH:21]=3)[CH:19]=2)[CH:10]=[CH:9][CH:8]=1 |f:1.2.3|. Procedure: To a mixture of 3-(8-(6-(2-methylpyrrolidin-1-yl)pyridin-2-ylamino)imidazo[1,2-b]pyridazin-6-yl)phenol (40 mg, 0.1 mmol) and K2CO3 (28 mg, 0.2 mmol) in DMF (5 mL) was added 2-(piperidin-1-yl)ethyl methanesulfonate (25 mg, 0.12 mmol). The mixture was heated at 50° C. for 16 h. After cooling, the mixture was poured into water and extracted with EtOAc (8 mL 3). The combined organic layers were washed with brine, then dried over MgSO4. After filtration and concentration, the residue was purified by ... Reactants: CC(C)(C)c1cc(C=O)cc(C(C)(C)C)c1O, C1CCNCC1, CCO, O=C1CSC(=S)N1. Product: CC(C)(C)c1cc(C=C2SC(=S)NC2=O)cc(C(C)(C)C)c1O. As a reaction SMILES: [C:8]([CH3:9])([CH3:10])([CH3:11])[c:12]1[cH:13][c:14]([CH:15]=[O:16])[cH:17][c:18]([C:21]([CH3:22])([CH3:23])[CH3:24])[c:19]1[OH:20].[CH2:25]1[CH2:26][CH2:27][NH:28][CH2:29][CH2:30]1.[CH3:31][CH2:32][OH:33].[S:1]1[C:2](=[S:3])[NH:4][C:5](=[O:6])[CH2:7]1>>[S:1]1[C:2](=[S:3])[NH:4][C:5](=[O:6])[C:7]1=[CH:15][c:14]1[cH:13][c:12]([C:8]([CH3:9])([CH3:10])[CH3:11])[c:19]([OH:20])[c:18]([C:21]([CH3:22])([CH3:23])[CH3:24])[cH:17]1. Reactants: ClCCl, O=S(=O)(OS(=O)(=O)C(F)(F)F)C(F)(F)F, O, CC(C)(C)OC(=O)c1ccc(O)cc1. Yields the product CC(C)(C)OC(=O)c1ccc(OS(=O)(=O)C(F)(F)F)cc1. Reaction SMILES: [Cl:31][CH2:32][Cl:33].[F:1][C:2]([F:3])([F:4])[S:5](=[O:6])(=[O:7])[O:8][S:9]([C:10]([F:11])([F:12])[F:13])(=[O:14])=[O:15].[OH2:30].[OH:16][c:17]1[cH:18][cH:19][c:20]([C:21](=[O:22])[O:23][C:24]([CH3:25])([CH3:26])[CH3:27])[cH:28][cH:29]1>>[F:1][C:2]([F:3])([F:4])[S:5](=[O:6])(=[O:7])[O:8][c:17]1[cH:18][cH:19][c:20]([C:21](=[O:22])[O:23][C:24]([CH3:25])([CH3:26])[CH3:27])[cH:28][cH:29]1.